Dataset: the Open Reaction Database (ORD), a public repository of structured organic reaction records. Task: describe an organic reaction: reactants, conditions, products, and yield As a reaction SMILES: [Br:1][c:2]1[n:3][cH:4][c:5]([C:8]#[N:9])[n:6][cH:7]1.[C:10]([O-:11])(=[O:12])[O-:13].[CH3:19][S:20]([CH3:21])=[O:22].[CH3:23][C:24](=[O:25])[CH3:26].[K+:14].[K+:15].[OH2:18].[OH:16][OH:17]>>[Br:1][c:2]1[n:3][cH:4][c:5]([C:8]([NH2:9])=[O:11])[n:6][cH:7]1. The reactants are N#Cc1cnc(Br)cn1, O=C([O-])[O-], CS(C)=O, CC(C)=O, [K+], [K+], O, OO. Yields the product NC(=O)c1cnc(Br)cn1.